From a dataset of the Open Reaction Database (ORD), a public repository of structured organic reaction records. describe an organic reaction: reactants, conditions, products, and yield Starting materials: C(C1=CC=CC=C1)N1CCN(CC1)C1=C2C=CNC2=CC=C1 (4-(4-Benzyl-piperazin-1-yl)-1H-indole), ClC=1C=C(C=C(C1)Cl)S(=O)(=O)Cl (3,5-dichlorobenzenesulfonyl chloride). Reagents/catalysts: S(=O)(=O)(O)[O-].C(CCC)[N+](CCCC)(CCCC)CCCC (tetra-n-butylammonium hydrogen sulfate). Solvent: C1(=CC=CC=C1)C (toluene), [OH-].[Na+] (sodium hydroxide), O (water). Conditions: time 6 hour. Product: C(C1=CC=CC=C1)N1CCN(CC1)C1=C2C=CN(C2=CC=C1)S(=O)(=O)C1=CC(=CC(=C1)Cl)Cl (4-(4-benzyl-piperazin-1-yl)-1-(3,5-dichloro-benzenesulfonyl)-1H-indole). The yield is 100.5%. Reaction SMILES: [CH2:1]([N:8]1[CH2:13][CH2:12][N:11]([C:14]2[CH:22]=[CH:21][CH:20]=[C:19]3[C:15]=2[CH:16]=[CH:17][NH:18]3)[CH2:10][CH2:9]1)[C:2]1[CH:7]=[CH:6][CH:5]=[CH:4][CH:3]=1.[Cl:23][C:24]1[CH:25]=[C:26]([S:31](Cl)(=[O:33])=[O:32])[CH:27]=[C:28]([Cl:30])[CH:29]=1>S([O-])(O)(=O)=O.C([N+](CCCC)(CCCC)CCCC)CCC.C1(C)C=CC=CC=1.[OH-].[Na+].O>[CH2:1]([N:8]1[CH2:13][CH2:12][N:11]([C:14]2[CH:22]=[CH:21][CH:20]=[C:19]3[C:15]=2[CH:16]=[CH:17][N:18]3[S:31]([C:26]2[CH:25]=[C:24]([Cl:23])[CH:29]=[C:28]([Cl:30])[CH:27]=2)(=[O:33])=[O:32])[CH2:10][CH2:9]1)[C:2]1[CH:3]=[CH:4][CH:5]=[CH:6][CH:7]=1 |f:2.3,5.6|. Procedure: 4-(4-Benzyl-piperazin-1-yl)-1H-indole (274 mg, 0.94 mmole) and 50 mg tetra-n-butylammonium hydrogen sulfate was stirred in a mixture of 10 mL toluene and 5 mL 4 N sodium hydroxide. Solid 3,5-dichlorobenzenesulfonyl chloride (246 mg, 1.0 mmole) was added in one portion. The reaction mixture was stirred at room temperature for 6 hours, then it was diluted with 20 mL water and extracted with 25 mL ethyl acetate. The organic phase was washed with 10 mL saturated sodium chloride solution, dried (magn... Reactants: C=C1CC(CC1)(C(=O)OC)C(C)C (methyl 3-methylene-1-isopropylcyclopentanecarboxylate), CO (methanol), O.[OH-].[Li+] (lithium hydroxide monohydrate). Run in O1CCOCC1 (dioxane), O (water). Reaction conditions: temperature 80 celsius, time 48 hour. Product: C=C1CC(CC1)(C(=O)O)C(C)C (3-Methylene-1-isopropylcyclopentanecarboxylic acid). The yield is 111.9%. Reaction SMILES: [CH2:1]=[C:2]1[CH2:6][CH2:5][C:4]([CH:11]([CH3:13])[CH3:12])([C:7]([O:9]C)=[O:8])[CH2:3]1.O.[OH-].[Li+].CO>O1CCOCC1.O>[CH2:1]=[C:2]1[CH2:6][CH2:5][C:4]([CH:11]([CH3:13])[CH3:12])([C:7]([OH:9])=[O:8])[CH2:3]1 |f:1.2.3|. Reported procedure: A solution of the methyl 3-methylene-1-isopropylcyclopentanecarboxylate (Step A, 1.21 g, 6.64 mmol) in a mixture of dioxane (4 mL) and water (4 mL) containing 1.114 g (26.56 mmol) of lithium hydroxide monohydrate was homogenized with methanol, and stirred at 80° C. for 48 hrs. The solvent was removed in vacuo, the residue was dissolved in water and the non-acidic components were extracted with diethyl ether (3×30 mL), combined ethers were back-washed with water (1×30 mL). The combined aqueous ph... The reactants are CC(=O)OC(C)=O, COC(=O)c1c(Nc2ccccc2)n[nH]c1C, O. RXN SMILES: [CH3:19][C:20](=[O:21])[O:22][C:23](=[O:24])[CH3:25].[NH:1]([c:2]1[cH:3][cH:4][cH:5][cH:6][cH:7]1)[c:8]1[n:9][nH:10][c:11]([CH3:17])[c:12]1[C:13](=[O:14])[O:15][CH3:16].[OH2:18]>>[NH:1]([c:2]1[cH:3][cH:4][cH:5][cH:6][cH:7]1)[c:8]1[n:9][n:10]([C:20]([CH3:19])=[O:21])[c:11]([CH3:17])[c:12]1[C:13](=[O:14])[O:15][CH3:16]. Product: COC(=O)c1c(Nc2ccccc2)nn(C(C)=O)c1C. Reactants: C(C)(=O)N1C(C(C2=CC(=C(C=C12)OC)OC)=C(CC)OCC)=O (1-acetyl-3-(1-ethoxy-1-ethyl-methylidene)-5,6-dimethoxy-2-indolinone), NC1=CC=C(C(=O)OCC)C=C1 (ethyl 4-aminobenzoate). Product: C(C)OC(=O)C1=CC=C(N\C(\CC)=C\2/C(NC3=CC(=C(C=C23)OC)OC)=O)C=C1 (3-(Z)-[1-(4-ethoxycarbonyl-anilino)-1-ethyl-methylidene]-5,6-dimethoxy-2-indolinone). As a reaction SMILES: C([N:4]1[C:12]2[C:7](=[CH:8][C:9]([O:15][CH3:16])=[C:10]([O:13][CH3:14])[CH:11]=2)[C:6](=[C:17](OCC)[CH2:18][CH3:19])[C:5]1=[O:23])(=O)C.[NH2:24][C:25]1[CH:35]=[CH:34][C:28]([C:29]([O:31][CH2:32][CH3:33])=[O:30])=[CH:27][CH:26]=1>>[CH2:32]([O:31][C:29]([C:28]1[CH:34]=[CH:35][C:25]([NH:24]/[C:17](=[C:6]2\[C:5](=[O:23])[NH:4][C:12]3[C:7]\2=[CH:8][C:9]([O:15][CH3:16])=[C:10]([O:13][CH3:14])[CH:11]=3)/[CH2:18][CH3:19])=[CH:26][CH:27]=1)=[O:30])[CH3:33]. Reported procedure: Prepared from 1-acetyl-3-(1-ethoxy-1-ethyl-methylidene)-5,6-dimethoxy-2-indolinone and ethyl 4-aminobenzoate Reactants: Amino acid, N[C@@H](CC(C)C)C(=O)O (Leu), N[C@@H](CC1=CC=CC=C1)C(=O)O (Phe), N[C@@H](CCCCN)C(=O)O (Lys). The product is N([C@@H](CC(C)C)C(=O)O)C(=O)OC(C)(C)C (Boc-Leu-OH). RXN SMILES: [NH2:1][C@H:2]([C:10]([OH:12])=[O:11])[CH2:3][C:4]1[CH:9]=CC=C[CH:5]=1.N[C@H]([C:20]([OH:22])=[O:21])CCCCN.N[C@H](C(O)=O)[CH2:25][CH:26]([CH3:28])[CH3:27]>>[NH:1]([C:20]([O:22][C:26]([CH3:28])([CH3:27])[CH3:25])=[O:21])[C@H:2]([C:10]([OH:12])=[O:11])[CH2:3][CH:4]([CH3:5])[CH3:9]. Reported procedure: Yield: 120 mg Rf value: 0.43 (ethyl acetate:butanol:acetic acid: water=1:1:1:1) Amino acid analysis: Asp 1.00; Ser 1.95; Pro 2.06 Val 0.98; Leu 2.01 Reactants: C1C(=C(N2[C@H](S1)[C@@H](C2=O)NC(=O)CCCC(=O)O)C(=O)O)CO (desacetyl glutaryl 7ACA), C(C)(=O)OC(C)=O (acetic anhydride), C(C)(=O)OC(C)=O (acetic anhydride), [OH-].[Na+] (sodium hydroxide). Product: CC(=O)OCC1=C(N2[C@@H]([C@@H](C2=O)NC(=O)CCCC(=O)O)SC1)C(=O)O (glutaryl 7ACA). Isolated yield 74000.0%. RXN SMILES: [CH2:1]1[S:6][C@@H:5]2[C@H:7]([NH:10][C:11]([CH2:13][CH2:14][CH2:15][C:16]([OH:18])=[O:17])=[O:12])[C:8](=[O:9])[N:4]2[C:3]([C:19]([OH:21])=[O:20])=[C:2]1[CH2:22][OH:23].[C:24](OC(=O)C)(=[O:26])[CH3:25].[OH-].[Na+]>>[CH3:25][C:24]([O:23][CH2:22][C:2]1[CH2:1][S:6][C@@H:5]2[C@H:7]([NH:10][C:11]([CH2:13][CH2:14][CH2:15][C:16]([OH:18])=[O:17])=[O:12])[C:8](=[O:9])[N:4]2[C:3]=1[C:19]([OH:21])=[O:20])=[O:26] |f:2.3|. Procedure details: To an aqueous solution of desacetyl glutaryl 7ACA (4 ml, 0.20 mmoles) chilled in an ice bath is added 0.4 ml acetic anhydride (4.2 mmoles) dropwise and 20% sodium hydroxide (9.75 mmoles) is pumped in to maintain the reaction pH at 7.0±1. After all of the acetic anhydride is added and the pH stabilizes, by HPLC there is now 0.148 moles of glutaryl 7ACA (yield is 74%). There is 4.5% of desacetyl glutaryl 7ACA remaining along with 10% of a compound tentatively identified as the cyclic glutarimide 7... Reactants: C(CCCCCCCCC)N (n-Decylamine), ClCCCC1=NC2=C(C(O1)=O)C=CC=C2 (2-(3-chloropropyl)-4H-3,I-benzoxazine-4-one). Run at temperature 40 celsius, time 45 minute. Yields the product ClCCCC(=O)NC1=C(C(=O)NCCCCCCCCCC)C=CC=C1 (2-{(4-Chlorobutanoyl)amino}-N-decylbenzamide). As a reaction SMILES: [CH2:1]([NH2:11])[CH2:2][CH2:3][CH2:4][CH2:5][CH2:6][CH2:7][CH2:8][CH2:9][CH3:10].[Cl:12][CH2:13][CH2:14][CH2:15][C:16]1[O:21][C:20](=[O:22])[C:19]2[CH:23]=[CH:24][CH:25]=[CH:26][C:18]=2[N:17]=1>>[Cl:12][CH2:13][CH2:14][CH2:15][C:16]([NH:17][C:18]1[CH:26]=[CH:25][CH:24]=[CH:23][C:19]=1[C:20]([NH:11][CH2:1][CH2:2][CH2:3][CH2:4][CH2:5][CH2:6][CH2:7][CH2:8][CH2:9][CH3:10])=[O:22])=[O:21]. Procedure details: n-Decylamine (0.45 ml) was added to 2-(3-chloropropyl)-4H-3,I-benzoxazine-4-one (0.50 g). After being stirred for 45 minutes at 40° C., the reaction mixture was purified by silica gel column chromatography (silica gel 50 g, chloroform), thereby yielding 0.59 g of the aimed compound as light-yellow solid.